From a dataset of the Open Reaction Database (ORD), a public repository of structured organic reaction records. describe an organic reaction: reactants, conditions, products, and yield Reactants: OC=1C(C=C(OC1)CO)=O (5-hydroxy-2-hydroxymethyl-4-pyrone), O.C1(=CC=C(C=C1)S(=O)(=O)O)C (p-toluenesulfonic acid monohydrate). The solvent is C(Cl)Cl (methylene chloride). Run at time 1.5 hour. Yields the product OC=1C(C=C(OC1)COC1OCCCC1)=O (5-Hydroxy-2-Tetrahydropyranyloxymethyl-4-pyrone). Isolated yield 14083.9%. RXN SMILES: [OH:1][C:2]1[C:3](=[O:10])[CH:4]=[C:5]([CH2:8][OH:9])[O:6][CH:7]=1.[OH2:11].[C:12]1(C)C=[CH:16][C:15](S(O)(=O)=O)=[CH:14][CH:13]=1>C(Cl)Cl>[OH:1][C:2]1[C:3](=[O:10])[CH:4]=[C:5]([CH2:8][O:9][CH:16]2[CH2:15][CH2:14][CH2:13][CH2:12][O:11]2)[O:6][CH:7]=1 |f:1.2|. Procedure details: To a solution of 56.8 g of 5-hydroxy-2-hydroxymethyl-4-pyrone (kojic acid) in 2 L of methylene chloride, 0.4 g of p-toluenesulfonic acid monohydrate was added and the mixture was stirred for 1.5 h. The reaction mixture was extracted with 3% sodium hydroxide solution twice and then the combined aqueous phase was neutralized to pH 8 with 0.5 M sodium dihydrogen phosphate. An extractive work-up (methylene chloride) follwed by recrystallization afforded 67 g (75%) of the title compound (mp 94° C.), ... The reactants are BrC1=CC=C(N(C)C)C=C1 (4-bromo-N,N-dimethylaniline), C1(CCCCC1)P(C1=C(C=CC=C1)C1=C(C=C(C=C1C(C)C)C(C)C)C(C)C)C1CCCCC1 (2-dicyclohexylphosphino-2′,4′,6′-triisopropylbiphenyl), C1(CCCCC1)P(C1=C(C=CC=C1)C1=C(C=C(C=C1C(C)C)C(C)C)C(C)C)C1CCCCC1 (2-Dicyclohexylphosphino-2′,4′,6′-triisopropylbiphenyl), NC1=C(C(=O)OC(C)(C)C)C=CC(=C1)C1=CC=CC=C1 (tert-butyl 2-amino-4-phenylbenzoate), C([O-])([O-])=O.[Cs+].[Cs+] (cesium carbonate), C(CC(O)(C(=O)O)CC(=O)O)(=O)O (citric acid). Reagents/catalysts: C=1C=CC(=CC1)/C=C/C(=O)/C=C/C2=CC=CC=C2.C=1C=CC(=CC1)/C=C/C(=O)/C=C/C2=CC=CC=C2.C=1C=CC(=CC1)/C=C/C(=O)/C=C/C2=CC=CC=C2.[Pd].[Pd] (tris(dibenzylideneacetone)dipalladium(0)), C(C)(=O)[O-].[Pd+2].C(C)(=O)[O-] (palladium acetate), C=1C=CC(=CC1)/C=C/C(=O)/C=C/C2=CC=CC=C2.C=1C=CC(=CC1)/C=C/C(=O)/C=C/C2=CC=CC=C2.C=1C=CC(=CC1)/C=C/C(=O)/C=C/C2=CC=CC=C2.[Pd].[Pd] (tris(dibenzylideneacetone)dipalladium(0)), C(C)(=O)[O-].[Pd+2].C(C)(=O)[O-] (palladium acetate). Solvent: C1(=CC=CC=C1)C (toluene), C(C)(=O)OCC (ethyl acetate). Conditions: temperature 110 celsius, time 24 hour. Yields the product CN(C1=CC=C(C=C1)NC1=C(C(=O)OC(C)(C)C)C=CC(=C1)C1=CC=CC=C1)C (tert-butyl 2-((4-(dimethylamino)phenyl)amino)-4-phenylbenzoate). As a reaction SMILES: [NH2:1][C:2]1[CH:14]=[C:13]([C:15]2[CH:20]=[CH:19][CH:18]=[CH:17][CH:16]=2)[CH:12]=[CH:11][C:3]=1[C:4]([O:6][C:7]([CH3:10])([CH3:9])[CH3:8])=[O:5].C(=O)([O-])[O-].[Cs+].[Cs+].Br[C:28]1[CH:36]=[CH:35][C:31]([N:32]([CH3:34])[CH3:33])=[CH:30][CH:29]=1.C1(P(C2CCCCC2)C2C=CC=CC=2C2C(C(C)C)=CC(C(C)C)=CC=2C(C)C)CCCCC1.C(O)(=O)CC(CC(O)=O)(C(O)=O)O>C1C=CC(/C=C/C(/C=C/C2C=CC=CC=2)=O)=CC=1.C1C=CC(/C=C/C(/C=C/C2C=CC=CC=2)=O)=CC=1.C1C=CC(/C=C/C(/C=C/C2C=CC=CC=2)=O)=CC=1.[Pd].[Pd].C([O-])(=O)C.[Pd+2].C([O-])(=O)C.C(OCC)(=O)C.C1(C)C=CC=CC=1>[CH3:33][N:32]([CH3:34])[C:31]1[CH:35]=[CH:36][C:28]([NH:1][C:2]2[CH:14]=[C:13]([C:15]3[CH:16]=[CH:17][CH:18]=[CH:19][CH:20]=3)[CH:12]=[CH:11][C:3]=2[C:4]([O:6][C:7]([CH3:10])([CH3:9])[CH3:8])=[O:5])=[CH:29][CH:30]=1 |f:1.2.3,7.8.9.10.11,12.13.14|. Reported procedure: To toluene 3.0 mL suspension of tert-butyl 2-amino-4-phenylbenzoate 0.12 g and cesium carbonate 0.36 g were added 4-bromo-N,N-dimethylaniline 0.18 g, 2-dicyclohexylphosphino-2′,4′,6′-triisopropylbiphenyl 11 mg, tris(dibenzylideneacetone)dipalladium(0) 4.1 mg and palladium acetate 2.0 mg at room temperature, and it was stirred at 110° C. for 24 hours. 2-Dicyclohexylphosphino-2′,4′,6′-triisopropylbiphenyl 11 mg, tris(dibenzylideneacetone)dipalladium(0) 4.1 mg and palladium acetate 2.0 mg were adde... The reactants are ClC(Cl)Cl, O=C(OO)c1cccc(Cl)c1, FC(F)c1ccc(-c2c[nH]nc2C(F)(F)F)cc1SCC(F)(F)F, [Na+], [Na+], O=S([O-])[O-]. Yields the product O=S(CC(F)(F)F)c1cc(-c2c[nH]nc2C(F)(F)F)ccc1C(F)F. Reaction SMILES: [CH:42]([Cl:43])([Cl:44])[Cl:45].[Cl:25][c:26]1[cH:27][cH:28][cH:29][c:30]([C:31]([O:32][OH:34])=[O:33])[cH:35]1.[F:1][C:2]([CH2:3][S:4][c:5]1[c:6]([CH:20]([F:21])[F:22])[cH:7][cH:8][c:9](-[c:11]2[c:12]([C:16]([F:17])([F:18])[F:19])[n:13][nH:14][cH:15]2)[cH:10]1)([F:23])[F:24].[Na+:40].[Na+:41].[S:36]([O-:37])([O-:38])=[O:39]>>[F:1][C:2]([CH2:3][S:4]([c:5]1[c:6]([CH:20]([F:21])[F:22])[cH:7][cH:8][c:9](-[c:11]2[c:12]([C:16]([F:17])([F:18])[F:19])[n:13][nH:14][cH:15]2)[cH:10]1)=[O:33])([F:23])[F:24]. Reactants: BrCc1ccccc1, O=C([O-])[O-], [Cs+], [Cs+], O=C(NC1Cc2cc(-c3ccccc3)ncc2NC1=O)OCc1ccccc1, CN(C)C=O, O. The product is O=C(NC1Cc2cc(-c3ccccc3)ncc2N(Cc2ccccc2)C1=O)OCc1ccccc1. As a reaction SMILES: [Br:35][CH2:36][c:37]1[cH:38][cH:39][cH:40][cH:41][cH:42]1.[C:29](=[O:30])([O-:31])[O-:32].[Cs+:33].[Cs+:34].[O:1]=[C:2]1[NH:3][c:4]2[cH:5][n:6][c:7](-[c:23]3[cH:24][cH:25][cH:26][cH:27][cH:28]3)[cH:8][c:9]2[CH2:10][CH:11]1[NH:12][C:13]([O:14][CH2:15][c:16]1[cH:17][cH:18][cH:19][cH:20][cH:21]1)=[O:22].[O:44]=[CH:45][N:46]([CH3:47])[CH3:48].[OH2:43]>>[O:1]=[C:2]1[N:3]([CH2:36][c:37]2[cH:38][cH:39][cH:40][cH:41][cH:42]2)[c:4]2[cH:5][n:6][c:7](-[c:23]3[cH:24][cH:25][cH:26][cH:27][cH:28]3)[cH:8][c:9]2[CH2:10][CH:11]1[NH:12][C:13]([O:14][CH2:15][c:16]1[cH:17][cH:18][cH:19][cH:20][cH:21]1)=[O:22]. Reactants: CC1(OC(C(O1)=CC(=O)N(OCC(=O)O)CC1=CC=C(C=C1)F)=O)C ([[2-(2,2-dimethyl-5-oxo-[1,3]-dioxolan-4-ylidene)-acetyl]-(4-fluorobenzyl)-aminooxy]-acetic acid), C(C(=O)Cl)(=O)Cl (oxalyl chloride), CNC (dimethylamine), N1=CC=CC=C1 (pyridine). Solvent: CN(C=O)C (N,N-dimethylformamide), ClCCl (dichloromethane), C(C)(=O)OCC (ethyl acetate), ClCCl (dichloromethane). Reaction conditions: time 2 hour. The product is CN(C(=O)CON(C(C=C1OC(OC1=O)(C)C)=O)CC1=CC=C(C=C1)F)C (N-Dimethylcarbamoylmethoxy-2-(2,2-dimethyl-5-oxo-[1,3]dioxolan-4-ylidene)-N-(4-fluoro-benzyl)-acetamide). Yield: 50.4%. Reaction SMILES: [CH3:1][C:2]1([CH3:25])[O:6][C:5](=[CH:7][C:8]([N:10]([CH2:16][C:17]2[CH:22]=[CH:21][C:20]([F:23])=[CH:19][CH:18]=2)[O:11][CH2:12][C:13](O)=[O:14])=[O:9])[C:4](=[O:24])[O:3]1.C(Cl)(=O)C(Cl)=O.[CH3:32][NH:33][CH3:34].N1C=CC=CC=1>ClCCl.C(OCC)(=O)C.CN(C)C=O>[CH3:32][N:33]([CH3:34])[C:13]([CH2:12][O:11][N:10]([CH2:16][C:17]1[CH:22]=[CH:21][C:20]([F:23])=[CH:19][CH:18]=1)[C:8](=[O:9])[CH:7]=[C:5]1[C:4](=[O:24])[O:3][C:2]([CH3:25])([CH3:1])[O:6]1)=[O:14]. Procedure details: A solution [[2-(2,2-dimethyl-5-oxo-[1,3]-dioxolan-4-ylidene)-acetyl]-(4-fluorobenzyl)-aminooxy]-acetic acid (0.681 g, 1.93 mmol) in dichloromethane (20 ml) was treated at 22° C. with oxalyl chloride (0.34 ml, 3.9 mmol) and a trace of N,N-dimethylformamide and the resulting mixture was stirred for 1 h. The solvent and excess reagent were then evaporated in vacuo. The residual material was dissolved in dry dichloromethane (10 ml) and added dropwise to a cold (0° C.) solution of dimethylamine (0.18... Reactants: [N+](=O)([O-])C1=CC=C(COC(CCC2=CC=C(C=C2)OC(C)(C)C)=O)C=C1 (3-(4-tert.butoxyphenyl)-propionic acid 4-nitrobenzyl ester), 1-N, 2-N, [OH-].[Na+] (sodium hydroxide), Cl (hydrochloric acid). Solvent: O1CCOCC1 (dioxan). Yields the product C(C)(C)(C)OC1=CC=C(C=C1)CCC(=O)O (3-(4-tert.butoxyphenyl)-propionic acid). As a reaction SMILES: [N+](C1C=CC(C[O:9][C:10](=[O:24])[CH2:11][CH2:12][C:13]2[CH:18]=[CH:17][C:16]([O:19][C:20]([CH3:23])([CH3:22])[CH3:21])=[CH:15][CH:14]=2)=CC=1)([O-])=O.[OH-].[Na+].Cl>O1CCOCC1>[C:20]([O:19][C:16]1[CH:15]=[CH:14][C:13]([CH2:12][CH2:11][C:10]([OH:24])=[O:9])=[CH:18][CH:17]=1)([CH3:23])([CH3:21])[CH3:22] |f:1.2|. Procedure: 2.86 g (8 mmol) of 3-(4-tert.butoxyphenyl)-propionic acid 4-nitrobenzyl ester in 500 ml of dioxan are saponified while stirring with 8 ml of 2-N sodium hydroxide for 2 hours at 70° C. and for 12 hours at room temperature. After acidifying the solution with an equivalent amount of 1-N hydrochloric acid, the organic solvent is almost completely removed in vacuo and the residue partitioned between 40 ml of 0.5-N potassium hydrogen carbonate solution and diethyl ether. After cooling, the aqueous pha... Reactants: ClCC(=O)NC1CC1 (2-Chloro-N-cyclopropylacetamide), P(OCC)(OCC)OCC (triethyl phosphite). Conditions: temperature 155 celsius. Product: C(C)OP(OCC)(=O)CC(NC1CC1)=O (diethyl((cyclopropylcarbamoyl)methyl)phosphonate). Isolated yield 14.7%. Reaction SMILES: Cl[CH2:2][C:3]([NH:5][CH:6]1[CH2:8][CH2:7]1)=[O:4].[P:9]([O:16]CC)([O:13][CH2:14][CH3:15])[O:10][CH2:11][CH3:12]>>[CH2:11]([O:10][P:9]([CH2:2][C:3](=[O:4])[NH:5][CH:6]1[CH2:8][CH2:7]1)(=[O:16])[O:13][CH2:14][CH3:15])[CH3:12]. Procedure: 2-Chloro-N-cyclopropylacetamide (20 g, 0.15 moles) was added in portions with stirring to triethyl phosphite (28 g, 0.17 moles, Aldrich) at 110° C. The solution was then heated to 155° C. for 30 minutes, cooled to 125° C., and the volatiles were removed by distillation under aspirator vacuum (15 mm Hg) at this temperature. The residual oil was stirred with pentane (200 mL) while cooling in an ice bath to induce crystallization. Filtration gave 5.2 g (14%) of diethyl((cyclopropylcarbamoyl)methyl)...